From a dataset of the Open Reaction Database (ORD), a public repository of structured organic reaction records. describe an organic reaction: reactants, conditions, products, and yield Reactants: N[C@@H]1[C@H](C(OC2=C1C=C(C=C2)C#N)(C)C)O ((3R,4S)-4-amino-3,4-dihydro-3-hydroxy-2,2-dimethyl-2H-1-benzopyran-6-carbonitrile), CSC(=NC#N)SC (dimethyl N-cyanoimidodithiocarbonate). The solvent is N1=CC=CC=C1 (pyridine). The product is C(#N)N=C(N[C@@H]1[C@H](C(OC2=C1C=C(C=C2)C#N)(C)C)O)SC ((3R,4S)-4-(3-cyano-2-methyl-1-isothioureido)-3,4-dihydro-3-hydroxy-2,2-dimethyl-2H-1-benzopyran-6-carbonitrile). As a reaction SMILES: [NH2:1][C@H:2]1[C:7]2[CH:8]=[C:9]([C:12]#[N:13])[CH:10]=[CH:11][C:6]=2[O:5][C:4]([CH3:15])([CH3:14])[C@@H:3]1[OH:16].[CH3:17][S:18][C:19](SC)=[N:20][C:21]#[N:22]>N1C=CC=CC=1>[C:21]([N:20]=[C:19]([S:18][CH3:17])[NH:1][C@H:2]1[C:7]2[CH:8]=[C:9]([C:12]#[N:13])[CH:10]=[CH:11][C:6]=2[O:5][C:4]([CH3:14])([CH3:15])[C@@H:3]1[OH:16])#[N:22]. Reported procedure: A solution of (3R,4S)-4-amino-3,4-dihydro-3-hydroxy-2,2-dimethyl-2H-1-benzopyran-6-carbonitrile (2.40 g) and dimethyl N-cyanoimidodithiocarbonate [(CH2C=C--N--] (1.61 g) in pyridine (12 ml) was stirred at 80° C. for 10 hours, and then concentrated in vacuo. The residue was dissolved in ethyl acetate and washed with 5% aqueous hydrochloric acid, and brine. The organic layer was dried over anhydrous magnesium sulfate and concentrated in vacuo. The residue was subjected to column chromatography on ... Reactants: C1(O)=CC(O)=CC=C1 (resorcinol), C(C)(=O)OCC.CCCCCC (ethyl acetate hexane), [Si](C)(C)(C(C)(C)C)Cl (tert-butyldimethylsilyl chloride), N1C=NC=C1 (imidazole). Run in CN(C)C=O (DMF), O (water). Conditions: time 1 hour. The product is [Si](C)(C)(C(C)(C)C)OC=1C=C(C=CC1)O (3-(tert-butyldimethylsilyloxy)phenol). Yield: 70.0%. RXN SMILES: [C:1]1([CH:8]=[CH:7][CH:6]=[C:4]([OH:5])[CH:3]=1)[OH:2].[Si:9](Cl)([C:12]([CH3:15])([CH3:14])[CH3:13])([CH3:11])[CH3:10].N1C=CN=C1.C(OCC)(=O)C.CCCCCC>CN(C=O)C.O>[Si:9]([O:2][C:1]1[CH:3]=[C:4]([OH:5])[CH:6]=[CH:7][CH:8]=1)([C:12]([CH3:15])([CH3:14])[CH3:13])([CH3:11])[CH3:10] |f:3.4|. Reported procedure: To a solution of resorcinol (1.0 g, 0.9 mmol) and tert-butyldimethylsilyl chloride (1.4 g, 0.9 mmol) in 5 mL of dry DMF was gradually added imidazole (1.2 g, 1.8 mmol) and the solution was stirred for 1 hour. TLC analysis (silica gel, 20% ethyl acetate/hexane) showed completion of reaction. The solution was poured into 25 mL of water and extracted with 3×25 mL of ether. The combined ether solutions were dried over anhydrous MgSO4. Evaporation of solvent gave an oil which was chromatographed on s...